From a dataset of the Open Reaction Database (ORD), a public repository of structured organic reaction records. describe an organic reaction: reactants, conditions, products, and yield Reactants: C(C)C(C(=O)OCC)C(O)(C1=CC=C(C=C1)F)C1=CC=C(C=C1)F (ethyl 2-ethyl-3,3-bis(4-fluorophenyl)-3-hydroxypropionate), C1(=CC=C(C=C1)S(=O)(=O)O)C (p-toluenesulfonic acid). Run in C1(=CC=CC=C1)C (toluene). Yields the product C(C)C(C(=O)OCC)=C(C1=CC=C(C=C1)F)C1=CC=C(C=C1)F (Ethyl 2-ethyl-3,3-bis(4-fluorophenyl)propenoate). The yield is 89.6%. As a reaction SMILES: [CH2:1]([CH:3]([C:9]([C:18]1[CH:23]=[CH:22][C:21]([F:24])=[CH:20][CH:19]=1)([C:11]1[CH:16]=[CH:15][C:14]([F:17])=[CH:13][CH:12]=1)O)[C:4]([O:6][CH2:7][CH3:8])=[O:5])[CH3:2].C1(C)C=CC(S(O)(=O)=O)=CC=1>C1(C)C=CC=CC=1>[CH2:1]([C:3](=[C:9]([C:11]1[CH:12]=[CH:13][C:14]([F:17])=[CH:15][CH:16]=1)[C:18]1[CH:23]=[CH:22][C:21]([F:24])=[CH:20][CH:19]=1)[C:4]([O:6][CH2:7][CH3:8])=[O:5])[CH3:2]. Procedure: A mixture of ethyl 2-ethyl-3,3-bis(4-fluorophenyl)-3-hydroxypropionate (1.0 g, 3.0 mmol) and p-toluenesulfonic acid (0.2 g) in 100 mL toluene was heated at reflux for 1.25 hours. The mixture was cooled and washed with saturated sodium bicarbonate solution and water. The solution was dried with magnesium sulfate and concentrated in vacuo. The residue was crystallized from petroleum ether to give 0.85 g of the title compound; m.p. =57°-59° C. RXN SMILES: [CH3:12][OH:13].[CH3:3][CH:4]([CH2:5][CH2:6][C:7](=[O:8])[O:9][CH3:10])[CH3:11].[NH2:1][NH2:2]>>[NH:1]([NH2:2])[C:7]([CH2:6][CH2:5][CH:4]([CH3:3])[CH3:11])=[O:8]. The reactants are CO, COC(=O)CCC(C)C, NN. The product is CC(C)CCC(=O)NN. Yields the product C(C)(=O)NC=1C=C(C=CC1)C1=CC(=C(C(=O)OC(C)(C)C)C=C1)NC1=CC=C(C=C1)F (tert-butyl 4-(3-(acetamido)phenyl)-2-(4-fluoroanilino)benzoate). Reactants: BrC1=CC(=C(C(=O)OC(C)(C)C)C=C1)NC1=CC=C(C=C1)F (tert-butyl 4-bromo-2-(4-fluoroanilino)benzoate), C(C)(=O)NC=1C=C(C=CC1)B(O)O (3-(acetamido)phenylboronic acid), C([O-])([O-])=O.[Na+].[Na+] (sodium carbonate). Conditions: temperature 110 celsius, time 4 hour. Run in CN(C(C)=O)C (N,N-dimethylacetamide). Procedure details: To N,N-dimethylacetamide 2.5 mL solution of tert-butyl 4-bromo-2-(4-fluoroanilino)benzoate 0.10 g were added 3-(acetamido)phenylboronic acid 98 mg, sodium carbonate 72 mg and tetrakis(triphenylphosphine)palladium(0) 3.2 mg, and it was stirred at 110° C. for 4 hours. After the reaction mixture was cooled to room temperature, insoluble matter was filtrated, and ethyl acetate and 10% citric acid aqueous solution were added to it. The organic layer was separated and collected,dried over anhydrous ma... RXN SMILES: Br[C:2]1[CH:14]=[CH:13][C:5]([C:6]([O:8][C:9]([CH3:12])([CH3:11])[CH3:10])=[O:7])=[C:4]([NH:15][C:16]2[CH:21]=[CH:20][C:19]([F:22])=[CH:18][CH:17]=2)[CH:3]=1.[C:23]([NH:26][C:27]1[CH:28]=[C:29](B(O)O)[CH:30]=[CH:31][CH:32]=1)(=[O:25])[CH3:24].C(=O)([O-])[O-].[Na+].[Na+]>C1C=CC([P]([Pd]([P](C2C=CC=CC=2)(C2C=CC=CC=2)C2C=CC=CC=2)([P](C2C=CC=CC=2)(C2C=CC=CC=2)C2C=CC=CC=2)[P](C2C=CC=CC=2)(C2C=CC=CC=2)C2C=CC=CC=2)(C2C=CC=CC=2)C2C=CC=CC=2)=CC=1.CN(C)C(=O)C>[C:23]([NH:26][C:27]1[CH:32]=[C:31]([C:2]2[CH:14]=[CH:13][C:5]([C:6]([O:8][C:9]([CH3:12])([CH3:11])[CH3:10])=[O:7])=[C:4]([NH:15][C:16]3[CH:21]=[CH:20][C:19]([F:22])=[CH:18][CH:17]=3)[CH:3]=2)[CH:30]=[CH:29][CH:28]=1)(=[O:25])[CH3:24] |f:2.3.4,^1:45,47,66,85|. The reagents and catalysts are C=1C=CC(=CC1)[P](C=2C=CC=CC2)(C=3C=CC=CC3)[Pd]([P](C=4C=CC=CC4)(C=5C=CC=CC5)C=6C=CC=CC6)([P](C=7C=CC=CC7)(C=8C=CC=CC8)C=9C=CC=CC9)[P](C=1C=CC=CC1)(C=1C=CC=CC1)C=1C=CC=CC1 (tetrakis(triphenylphosphine)palladium(0)). Reactants: C1CCNCC1, Cc1ccccc1, COc1cc(C=O)ccc1Oc1ccc(C#N)cc1C(F)(F)F, O=C(O)c1ccccc1, O=C1CSC(=O)N1. Yields the product COc1cc(C=C2SC(=O)NC2=O)ccc1Oc1ccc(C#N)cc1C(F)(F)F. As a reaction SMILES: [CH2:40]1[CH2:41][CH2:42][NH:43][CH2:44][CH2:45]1.[CH3:46][c:47]1[cH:48][cH:49][cH:50][cH:51][cH:52]1.[CH:8](=[O:9])[c:10]1[cH:11][c:12]([O:29][CH3:30])[c:13]([O:14][c:15]2[c:16]([C:23]([F:24])([F:25])[F:26])[cH:17][c:18]([C:19]#[N:20])[cH:21][cH:22]2)[cH:27][cH:28]1.[OH:31][C:32]([c:33]1[cH:34][cH:35][cH:36][cH:37][cH:38]1)=[O:39].[S:1]1[C:2](=[O:7])[NH:3][C:4](=[O:6])[CH2:5]1>>[S:1]1[C:2](=[O:7])[NH:3][C:4](=[O:6])[C:5]1=[CH:8][c:10]1[cH:11][c:12]([O:29][CH3:30])[c:13]([O:14][c:15]2[c:16]([C:23]([F:24])([F:25])[F:26])[cH:17][c:18]([C:19]#[N:20])[cH:21][cH:22]2)[cH:27][cH:28]1. Reactants: C(C)C(CC/C=C(\C)/C=1C=C(OCC=2C=C(C(C(=O)OC)=CC2)C(=O)OC)C=CC1)(CC)O (dimethyl 4-[3-((E)-5-ethyl-5-hydroxy-1-methylhept-1-enyl)phenoxymethyl]phthalate), [BH4-].[Li+] (lithium borohydride). Yields the product OCC=1C=C(COC=2C=C(C=CC2)/C(=C/CCC(CC)(O)CC)/C)C=CC1CO ((E)-7-[3-(3,4-bis-Hydroxymethylbenzyloxy)phenyl]-3-ethyloct-6-en-3-ol). As a reaction SMILES: [CH2:1]([C:3]([OH:33])([CH2:31][CH3:32])[CH2:4][CH2:5]/[CH:6]=[C:7](/[C:9]1[CH:10]=[C:11]([CH:28]=[CH:29][CH:30]=1)[O:12][CH2:13][C:14]1[CH:15]=[C:16]([C:24](OC)=[O:25])[C:17](=[CH:22][CH:23]=1)[C:18](OC)=[O:19])\[CH3:8])[CH3:2].[BH4-].[Li+]>>[OH:25][CH2:24][C:16]1[CH:15]=[C:14]([CH:23]=[CH:22][C:17]=1[CH2:18][OH:19])[CH2:13][O:12][C:11]1[CH:10]=[C:9](/[C:7](/[CH3:8])=[CH:6]/[CH2:5][CH2:4][C:3]([CH2:31][CH3:32])([OH:33])[CH2:1][CH3:2])[CH:30]=[CH:29][CH:28]=1 |f:1.2|. Procedure: In a manner similar to Example 53(e), by reacting 131 mg (0.29 mmol) of dimethyl 4-[3-((E)-5-ethyl-5-hydroxy-1-methylhept-1-enyl)phenoxymethyl]phthalate with 25 mg (1.15 mmol) of lithium borohydride, a colourless oil is obtained (m=89 mg; Y=78%). The reactants are aqueous solution, C([O-])([O-])=O.[K+].[K+] (potassium carbonate), C(C1=CC(C=O)=CC=C1)=O (isophthalaldehyde), [Cl-].N1=C(C=CC=C1)C[P+](C1=CC=CC=C1)(C1=CC=CC=C1)C1=CC=CC=C1 ((2-pyridyl)methyltriphenylphosphonium chloride), CCCCCC (Hexane). The solvent is CCCCCC.C(C)(=O)OCC (hexane ethyl acetate), O1CCCC1 (tetrahydrofuran). Yields the product C(=O)C=1C=C(C=CC1)/C=C/C1=NC=CC=C1 ((E)-2-[2-(3-formylphenyl)vinyl]pyridine). Isolated yield 374.8%. As a reaction SMILES: [Cl-].[N:2]1[CH:7]=[CH:6][CH:5]=[CH:4][C:3]=1[CH2:8][P+](C1C=CC=CC=1)(C1C=CC=CC=1)C1C=CC=CC=1.C(=O)([O-])[O-].[K+].[K+].[CH:34](=O)[C:35]1[CH:42]=[CH:41][CH:40]=[C:37]([CH:38]=[O:39])[CH:36]=1.CCCCCC>O1CCCC1.CCCCCC.C(OCC)(=O)C>[CH:38]([C:37]1[CH:36]=[C:35](/[CH:34]=[CH:8]/[C:3]2[CH:4]=[CH:5][CH:6]=[CH:7][N:2]=2)[CH:42]=[CH:41][CH:40]=1)=[O:39] |f:0.1,2.3.4,8.9|. Reported procedure: 3.9 g of (2-pyridyl)methyltriphenylphosphonium chloride was suspended in 20 ml of tetrahydrofuran, and with stirring, 5.3 ml of a 20% aqueous solution of potassium carbonate and 0.13 g of isophthalaldehyde were added. The mixture was stirred overnight at room temperature. Hexane was added, and the resulting aqueous layer was discarded, and concentrated under reduced pressure. Hexane was added to the residue. The insoluble matter was removed by filtration, and the filtrate was evaporated under re... The reactants are C[C@@H](CCCCCC)OC1=C(C=C(C=C1)OC(C1=CC=CC=C1)=O)[N+](=O)[O-] ((S)-[4-(1-methylheptyloxy)-3-nitrophenyl]-benzoate), benzoyl ester, C[C@@H](CCCCCC)OC1=C(C=C(C=C1)C1=C(C=CC=C1)C1=CC=C(C(=O)[O-])C=C1)[N+](=O)[O-] ((S)-4'-(1-methylheptyloxy)-3'-nitro-4-biphenylylbenzoate). Yields the product C[C@@H](CCCCCC)OC1=C(C=C(C=C1)C1=CC=C(C=C1)O)[N+](=O)[O-] ((S)-4'-(1-methylheptyloxy)-3'-nitro-4-hydroxybiphenyl), hexanes ethyl acetate. Reaction SMILES: [CH3:1][C@H:2]([O:9][C:10]1[CH:15]=[CH:14][C:13]([C:16]2[CH:21]=[CH:20][CH:19]=[CH:18][C:17]=2C2C=CC(C([O-])=O)=CC=2)=[CH:12][C:11]=1[N+:31]([O-:33])=[O:32])[CH2:3][CH2:4][CH2:5][CH2:6][CH2:7][CH3:8].C[C@H]([O:42]C1C=CC(OC(=O)C2C=CC=CC=2)=CC=1[N+]([O-])=O)CCCCCC>>[CH3:1][C@H:2]([O:9][C:10]1[CH:15]=[CH:14][C:13]([C:16]2[CH:21]=[CH:20][C:19]([OH:42])=[CH:18][CH:17]=2)=[CH:12][C:11]=1[N+:31]([O-:33])=[O:32])[CH2:3][CH2:4][CH2:5][CH2:6][CH2:7][CH3:8]. Procedure: The benzoyl ester of (S)-4'-(1-methylheptyloxy)-3'-nitro-4-biphenylylbenzoate was saponified using the same procedure as that used for saponification of (S)-[4-(1-methylheptyloxy)-3-nitrophenyl]-benzoate except that the reaction was carried out at 60° C. to give (S)-4'-(1-methylheptyloxy)-3'-nitro-4-hydroxybiphenyl (Compound 17, Scheme II, R2 =(S)--OCH(CH3)C6H13) as a very viscous orange liquid after flash chromatography with hexanes/ethyl acetate [88/12]; Rf [hexanes/ethyl acetate 85/15]: 0.17;... Starting materials: IC1=C(C=CC=C1)O (2-iodophenol), COCCCO (3-methoxy-1-propanol), C1(=CC=CC=C1)P(C1=CC=CC=C1)C1=CC=CC=C1 (triphenylphosphine), N(=NC(=O)OC(C)C)C(=O)OC(C)C (diisopropyl azodicarboxylate). The solvent is C1CCOC1 (THF). Run at time 8 hour. Product: IC1=C(C=CC=C1)OCCCOC (1-Iodo-2-(3-methoxy-propoxy)-benzene). Yield: 100.7%. Reaction SMILES: [I:1][C:2]1[CH:7]=[CH:6][CH:5]=[CH:4][C:3]=1[OH:8].[CH3:9][O:10][CH2:11][CH2:12][CH2:13]O.C1(P(C2C=CC=CC=2)C2C=CC=CC=2)C=CC=CC=1.N(C(OC(C)C)=O)=NC(OC(C)C)=O>C1COCC1>[I:1][C:2]1[CH:7]=[CH:6][CH:5]=[CH:4][C:3]=1[O:8][CH2:13][CH2:12][CH2:11][O:10][CH3:9]. Procedure: To a stirred solution of 2-iodophenol (3.00 g, 13.6 mmol), 3-methoxy-1-propanol (1.57 ml, 16.4 mmol) and triphenylphosphine (4.29 g, 16.4 mmol) in THF (15 ml) was added dropwise diisopropyl azodicarboxylate (3.22 ml, 16.4 mmol). The reaction mixture was stirred at room temperature overnight. The mixture was quenched with water and extracted with EA. The organic layer was separated, dried over sodium sulfate, filtered, and evaporated under reduced pressure: The residue was purified by silica gel ... Reactants: C(C)(=O)N[C@@H]1C[C@H](C1)OC1=C(C=CC(=C1)F)NC=1C2=C(N=CN1)SC(=C2C)C(=O)O (4-[2-(trans-3-acetylamino-cyclobutoxy)-4-fluoro-phenylamino]-5-methyl-thieno[2,3-d]pyrimidine-6-carboxylic acid), CN(CC#CCN)C (4-(dimethylamino)-but-2-ynylamin). Product: CN(CC#CCNC(=O)C1=C(C2=C(N=CN=C2NC2=C(C=C(C=C2)F)O[C@@H]2C[C@H](C2)NC(C)=O)S1)C)C (4-[2-(trans-3-Acetylamino-cyclobutoxy)-4-fluoro-phenylamino]-5-methyl-thieno[2,3-d]pyrimidine-6-carboxylic acid (4-dimethylamino-but-2-ynyl)-amide). Reaction SMILES: [C:1]([NH:4][C@H:5]1[CH2:8][C@H:7]([O:9][C:10]2[CH:15]=[C:14]([F:16])[CH:13]=[CH:12][C:11]=2[NH:17][C:18]2[C:19]3[C:26]([CH3:27])=[C:25]([C:28]([OH:30])=O)[S:24][C:20]=3[N:21]=[CH:22][N:23]=2)[CH2:6]1)(=[O:3])[CH3:2].[CH3:31][N:32]([CH3:38])[CH2:33][C:34]#[C:35][CH2:36][NH2:37]>>[CH3:31][N:32]([CH3:38])[CH2:33][C:34]#[C:35][CH2:36][NH:37][C:28]([C:25]1[S:24][C:20]2[N:21]=[CH:22][N:23]=[C:18]([NH:17][C:11]3[CH:12]=[CH:13][C:14]([F:16])=[CH:15][C:10]=3[O:9][C@H:7]3[CH2:8][C@H:5]([NH:4][C:1](=[O:3])[CH3:2])[CH2:6]3)[C:19]=2[C:26]=1[CH3:27])=[O:30]. Procedure: Prepared analogously to 35.3 from 0.080 g 4-[2-(trans-3-acetylamino-cyclobutoxy)-4-fluoro-phenylamino]-5-methyl-thieno[2,3-d]pyrimidine-6-carboxylic acid (cpd. 35.2) and 0.045 g 4-(dimethylamino)-but-2-ynylamin*2HCl.